From a dataset of the Open Reaction Database (ORD), a public repository of structured organic reaction records. describe an organic reaction: reactants, conditions, products, and yield Starting materials: CC(=O)OC(C)=O, CCOC(C)=O, N#CCc1ccc([N+](=O)[O-])c2ccoc12, C1CCOC1. The product is CC(=O)Nc1ccc(CC#N)c2occc12. RXN SMILES: [CH3:16][C:17](=[O:18])[O:19][C:20](=[O:21])[CH3:22].[CH3:28][CH2:29][O:30][C:31](=[O:32])[CH3:33].[N+:1]([O-:2])(=[O:3])[c:4]1[cH:5][cH:6][c:7]([CH2:13][C:14]#[N:15])[c:8]2[c:9]1[cH:10][cH:11][o:12]2.[O:23]1[CH2:24][CH2:25][CH2:26][CH2:27]1>>[NH:1]([c:4]1[cH:5][cH:6][c:7]([CH2:13][C:14]#[N:15])[c:8]2[c:9]1[cH:10][cH:11][o:12]2)[C:17]([CH3:16])=[O:18].